This data is from the Open Reaction Database (ORD), a public repository of structured organic reaction records. The task is: describe an organic reaction: reactants, conditions, products, and yield Starting materials: BrCC(=O)Br (Bromoacetyl bromide), N1=CC=CC=C1 (pyridine), O(C1=CC=CC=C1)C1=CC=C(CCN)C=C1 (4-phenoxyphenethylamine). Solvent: C(Cl)Cl (CH2Cl2). Reaction conditions: time 2 hour. Yields the product BrCC(=O)NCCC1=CC=C(C=C1)OC1=CC=CC=C1 (2-Bromo-N-[2-(4-phenoxy-phenyl)-ethyl]-acetamide). Yield: 43.2%. RXN SMILES: [O:1]([C:8]1[CH:16]=[CH:15][C:11]([CH2:12][CH2:13][NH2:14])=[CH:10][CH:9]=1)[C:2]1[CH:7]=[CH:6][CH:5]=[CH:4][CH:3]=1.[Br:17][CH2:18][C:19](Br)=[O:20].N1C=CC=CC=1>C(Cl)Cl>[Br:17][CH2:18][C:19]([NH:14][CH2:13][CH2:12][C:11]1[CH:10]=[CH:9][C:8]([O:1][C:2]2[CH:3]=[CH:4][CH:5]=[CH:6][CH:7]=2)=[CH:16][CH:15]=1)=[O:20]. Procedure details: 4-phenoxyphenethylamine (213.28 amu, 2.5 g, 1 eq, 10.8 mmol, 1.09 g/mL, 2.3 mL) added to a 3-necked flask. Bromoacetyl bromide (201.86 amu, 1.1 eq, 11.8 mmol, 2.4 g, 2.317 g/mL, 1.03 mL), pyridine (79.10 amu, 5 eq, 4.27 g, 0.978 g/mL, 54 mmol, 4.4 mL) added along with 50 mL CH2Cl2. Reaction stirred for 2 hours at RT. CH2Cl2 removed and mixture taken up in 200 mL EtOAc. Organic layer washed with brine and water (200 mL each). Organics seperated, dried sodium sulfate, and rotovaped to give 1.56 g ... Reactants: C1(CC1)CO[C@@H]1COC[C@H]1N (trans-3-Cyclopropylmethoxy-4-aminotetrahydrofuran), BrC=1C(N(C=CN1)CC(=O)OCC)=O (3-bromo-1-ethoxycarbonylmethylpyrazinone), CCN(C(C)C)C(C)C (DIEA). Run in C1(=CC=CC=C1)C (toluene), CCOC(=O)C (EtOAc). The product is C1(CC1)CO[C@@H]1COC[C@H]1NC=1C(N(C=CN1)CC(=O)OCC)=O (3-(trans-3-Cyclopropylmethoxytetrahydrofuran-4-ylamino)-1-ethoxycarbonylmethylpyrazinone). As a reaction SMILES: [CH:1]1([CH2:4][O:5][C@H:6]2[C@H:10]([NH2:11])[CH2:9][O:8][CH2:7]2)[CH2:3][CH2:2]1.Br[C:13]1[C:14](=[O:25])[N:15]([CH2:19][C:20]([O:22][CH2:23][CH3:24])=[O:21])[CH:16]=[CH:17][N:18]=1.CCN(C(C)C)C(C)C>C1(C)C=CC=CC=1.CCOC(C)=O>[CH:1]1([CH2:4][O:5][C@H:6]2[C@H:10]([NH:11][C:13]3[C:14](=[O:25])[N:15]([CH2:19][C:20]([O:22][CH2:23][CH3:24])=[O:21])[CH:16]=[CH:17][N:18]=3)[CH2:9][O:8][CH2:7]2)[CH2:2][CH2:3]1. Procedure details: A stirred solution of trans-3-cyclopropylmethoxy-4-aminotetrahydrofuran from step 4 above (1.1 g, 7.0 mmol), 3-bromo-1-ethoxycarbonylmethylpyrazinone (1.8 g, 7.0 mmol), and DIEA (1.4 mL, 8.0 mmol) in toluene (20 mL) was heated to reflux for 24 h. The mixture was cooled to ambient temperature, diluted with EtOAc, and washed with aqueous NaHCO3. The organic phase was separated, dried over MgSO4, filtered, and concentrated in vacuo. The residue was purified by flash column chromatography using a gr... Reactants: C(C1=CC=CC=C1)OC(=O)N1[C@@H](CCC1)C(NC1=CC(=CC=C1)B1OC(C(O1)(C)C)(C)C)=O ((S)-2-[3-(4,4,5,5-tetramethyl-[1,3,2]dioxaborolan-2-yl)-phenylcarbamoyl]-pyrrolidine-1-carboxylic acid benzyl ester), BrC1=CC=C(C=C1)CC(=O)NC1CC1 (2-(4-bromo-phenyl)-N-cyclopropyl-acetamide), Pd[P(Ph)3]4, CN(C)C=O (DMF). Solvent: CO (methanol), C(=O)(O)[O-].[Na+] (NaHCO3). Reaction conditions: temperature 70 celsius. The product is C(C1=CC=CC=C1)OC(=O)N1[C@@H](CCC1)C(NC=1C=C(C=CC1)C1=CC=C(C=C1)C(NC1CC1)=O)=O ((S)-2-(4′-Cyclopropylcarbamoyl-biphenyl-3-ylcarbamoyl)-pyrrolidine-1-carboxylic acid benzyl ester). Reaction SMILES: [CH2:1]([O:8][C:9]([N:11]1[CH2:15][CH2:14][CH2:13][C@H:12]1[C:16](=[O:33])[NH:17][C:18]1[CH:23]=[CH:22][CH:21]=[C:20](B2OC(C)(C)C(C)(C)O2)[CH:19]=1)=[O:10])[C:2]1[CH:7]=[CH:6][CH:5]=[CH:4][CH:3]=1.Br[C:35]1[CH:40]=C[C:38]([CH2:41][C:42]([NH:44][CH:45]2[CH2:47][CH2:46]2)=[O:43])=[CH:37][CH:36]=1.CN(C=O)C>CO.C([O-])(O)=O.[Na+]>[CH2:1]([O:8][C:9]([N:11]1[CH2:15][CH2:14][CH2:13][C@H:12]1[C:16](=[O:33])[NH:17][C:18]1[CH:19]=[C:20]([C:36]2[CH:35]=[CH:40][C:41]([C:42](=[O:43])[NH:44][CH:45]3[CH2:46][CH2:47]3)=[CH:38][CH:37]=2)[CH:21]=[CH:22][CH:23]=1)=[O:10])[C:2]1[CH:3]=[CH:4][CH:5]=[CH:6][CH:7]=1 |f:4.5|. Procedure: A solution of (S)-2-[3-(4,4,5,5-tetramethyl-[1,3,2]dioxaborolan-2-yl)-phenylcarbamoyl]-pyrrolidine-1-carboxylic acid benzyl ester (74 mg, 0.16 mmol), 2-(4-bromo-phenyl)-N-cyclopropyl-acetamide (41.6 mg, 0.16 mmol), and Pd[P(Ph)3]4 (12.7 mg, 6.7 mol %) in methanol (2 mL), NaHCO3 (sat. aq., 300 μL), and DMF (400 μL) was degassed and heated to 70° C. overnight in a sealed vial. The reaction was cooled, filtered, and purified by reverse phase HPLC to give the desired product. Yield 7.1 mg. MS: 498.2... Starting materials: ClC[Si](C=1OC=CC1)(C)C (chloromethyl(dimethyl)furylsilane), [I-].[Na+] (sodium iodide). Solvent: CC(CC)=O (butanone). Yields the product IC[Si](C=1OC=CC1)(C)C (iodomethyl(dimethyl)furylsilane). Reaction SMILES: Cl[CH2:2][Si:3]([CH3:10])([CH3:9])[C:4]1[O:5][CH:6]=[CH:7][CH:8]=1.[I-:11].[Na+]>CC(=O)CC>[I:11][CH2:2][Si:3]([CH3:10])([CH3:9])[C:4]1[O:5][CH:6]=[CH:7][CH:8]=1 |f:1.2|. Procedure details: Reflux the distilled chloromethyl(dimethyl)furylsilane (20 g, 114.5 mmol) in butanone (200 mL) containing sodium iodide (17.35 g, 116 mmol) for 4 h. GC/MS shows that the reaction is complete. Cool to room temperature and filter sodium chloride. Evaporate and redissolve in ethyl acetate. Wash with water (3×), then wash with saturated sodium chloride (3'). Dry and evaporate to obtain a yellow liquid. Distill the yellow liquid in a kugelrohr and collect iodomethyl(dimethyl)furylsilane between 90° C... Starting materials: CC(=O)NCc1ccc(-c2csc(N=C(N)N)n2)o1, O=C([O-])[O-], [K+], [K+]. The product is NCc1ccc(-c2csc(N=C(N)N)n2)o1. RXN SMILES: [C:1](=[O:2])([CH3:3])[NH:4][CH2:5][c:6]1[cH:7][cH:8][c:9](-[c:11]2[n:12][c:13]([N:16]=[C:17]([NH2:18])[NH2:19])[s:14][cH:15]2)[o:10]1.[C:20](=[O:21])([O-:22])[O-:23].[K+:24].[K+:25]>>[NH2:4][CH2:5][c:6]1[cH:7][cH:8][c:9](-[c:11]2[n:12][c:13]([N:16]=[C:17]([NH2:18])[NH2:19])[s:14][cH:15]2)[o:10]1. The reactants are N#Cc1cc(Cl)nc(Oc2c(Cl)ccc(CBr)c2F)c1, CS(C)=O, [N-]=[N+]=[N-], [Na+], [Na+], O=C([O-])O, O. The product is N#Cc1cc(Cl)nc(Oc2c(Cl)ccc(CN=[N+]=[N-])c2F)c1. Reaction SMILES: [Br:1][CH2:2][c:3]1[c:4]([F:20])[c:5]([O:10][c:11]2[n:12][c:13]([Cl:19])[cH:14][c:15]([C:17]#[N:18])[cH:16]2)[c:6]([Cl:9])[cH:7][cH:8]1.[CH3:31][S:32]([CH3:33])=[O:34].[N-:22]=[N+:23]=[N-:24].[Na+:21].[Na+:30].[O-:26][C:27]([OH:28])=[O:29].[OH2:25]>>[CH2:2]([c:3]1[c:4]([F:20])[c:5]([O:10][c:11]2[n:12][c:13]([Cl:19])[cH:14][c:15]([C:17]#[N:18])[cH:16]2)[c:6]([Cl:9])[cH:7][cH:8]1)[N:22]=[N+:23]=[N-:24].